This data is from the Open Reaction Database (ORD), a public repository of structured organic reaction records. The task is: describe an organic reaction: reactants, conditions, products, and yield Reactants: C=CCC(N)C(=O)OC, C1COCCO1, O=C(Cl)OC(Cl)(Cl)Cl. The product is C=CCC(N=C=O)C(=O)OC. RXN SMILES: [NH2:9][CH:10]([C:11](=[O:12])[O:13][CH3:14])[CH2:15][CH:16]=[CH2:17].[O:18]1[CH2:19][CH2:20][O:21][CH2:22][CH2:23]1.[O:1]=[C:2]([Cl:3])[O:4][C:5]([Cl:6])([Cl:7])[Cl:8]>>[O:1]=[C:2]=[N:9][CH:10]([C:11](=[O:12])[O:13][CH3:14])[CH2:15][CH:16]=[CH2:17].